Dataset: the Open Reaction Database (ORD), a public repository of structured organic reaction records. Task: describe an organic reaction: reactants, conditions, products, and yield The reactants are O=C([O-])[O-], CC1CN(c2nnc(Cc3ccccc3)c3ccccc23)CCN1, N#Cc1ccc(Cl)nc1, [Na+], [Na+], CN(C)C=O, C1COCCO1. Product: CC1CN(c2nnc(Cc3ccccc3)c3ccccc23)CCN1c1ccc(C#N)cn1. As a reaction SMILES: [C:1](=[O:2])([O-:3])[O-:4].[CH2:16]([c:17]1[cH:18][cH:19][cH:20][cH:21][cH:22]1)[c:23]1[n:24][n:25][c:26]([N:33]2[CH2:34][CH:35]([CH3:39])[NH:36][CH2:37][CH2:38]2)[c:27]2[cH:28][cH:29][cH:30][cH:31][c:32]12.[Cl:7][c:8]1[n:9][cH:10][c:11]([C:12]#[N:13])[cH:14][cH:15]1.[Na+:5].[Na+:6].[O:40]=[CH:41][N:42]([CH3:43])[CH3:44].[O:45]1[CH2:46][CH2:47][O:48][CH2:49][CH2:50]1>>[c:8]1([N:36]2[CH:35]([CH3:39])[CH2:34][N:33]([c:26]3[n:25][n:24][c:23]([CH2:16][c:17]4[cH:18][cH:19][cH:20][cH:21][cH:22]4)[c:32]4[c:27]3[cH:28][cH:29][cH:30][cH:31]4)[CH2:38][CH2:37]2)[n:9][cH:10][c:11]([C:12]#[N:13])[cH:14][cH:15]1. Reported procedure: 1.47 g of 2-mercaptothieno[3,4-d]imidazole are reacted with 3.05 g of 2-diethylaminobenzyl bromide hydrobromide, and the product is worked up in analogy to the procedure described in Example 1. Reactants: SC=1NC=2C(N1)=CSC2 (2-mercaptothieno[3,4-d]imidazole), Br.C(C)N(C1=C(CBr)C=CC=C1)CC (2-diethylaminobenzyl bromide hydrobromide). Yields the product C(C)N(C1=C(CSC2=NC=3C(N2)=CSC3)C=CC=C1)CC (2-(2-Diethylaminobenzylmercapto)-1H-thieno[3,4-d]imidazole). As a reaction SMILES: [SH:1][C:2]1[NH:3][C:4]2[C:5](=[CH:7][S:8][CH:9]=2)[N:6]=1.Br.[CH2:11]([N:13]([CH2:22][CH3:23])[C:14]1[CH:21]=[CH:20][CH:19]=[CH:18][C:15]=1[CH2:16]Br)[CH3:12]>>[CH2:22]([N:13]([CH2:11][CH3:12])[C:14]1[CH:21]=[CH:20][CH:19]=[CH:18][C:15]=1[CH2:16][S:1][C:2]1[NH:6][C:5]2=[CH:7][S:8][CH:9]=[C:4]2[N:3]=1)[CH3:23] |f:1.2|. The reactants are BrC1=CC=2C3=C(C=NC2C=C1)NC(N3C3=CC=C(C=C3)C(C#N)(C)C)=O (2-[4-(8-Bromo-2-oxo-2,3-dihydro-imidazo[4,5-c]quinolin-1-yl)-phenyl]-2-methyl-propionitrile), ICC (iodoethane), N1=CC(=CC=C1)B(O)O (3-pyridineboronic acid). The product is C(C)N1C(N(C2=C1C=NC=1C=CC(=CC21)C=2C=NC=CC2)C2=CC=C(C=C2)C(C#N)(C)C)=O (2-[4-(3-Ethyl-2-oxo-8-pyridin-3-yl-2,3-dihydro-imidazo[4,5-c]quinolin-1-yl)-phenyl]-2-methyl-propionitrile). RXN SMILES: Br[C:2]1[CH:11]=[CH:10][C:9]2[N:8]=[CH:7][C:6]3[NH:12][C:13](=[O:26])[N:14]([C:15]4[CH:20]=[CH:19][C:18]([C:21]([CH3:25])([CH3:24])[C:22]#[N:23])=[CH:17][CH:16]=4)[C:5]=3[C:4]=2[CH:3]=1.I[CH2:28][CH3:29].[N:30]1[CH:35]=[CH:34][CH:33]=[C:32](B(O)O)[CH:31]=1>>[CH2:28]([N:12]1[C:6]2[CH:7]=[N:8][C:9]3[CH:10]=[CH:11][C:2]([C:32]4[CH:31]=[N:30][CH:35]=[CH:34][CH:33]=4)=[CH:3][C:4]=3[C:5]=2[N:14]([C:15]2[CH:16]=[CH:17][C:18]([C:21]([CH3:25])([CH3:24])[C:22]#[N:23])=[CH:19][CH:20]=2)[C:13]1=[O:26])[CH3:29]. Procedure details: The title compound is prepared in a similar manner as described in Example 1 by reacting 2-[4-(8-bromo-2-oxo-2,3-dihydro-imidazo[4,5-c]quinolin-1-yl)-phenyl]-2-methyl-propionitrile (Example 1h) with iodoethane (Fluka, Buchs, Switzerland) and using 3-pyridineboronic acid. ES-MS: 434 (M+H)+; analytical HPLC: tret=2.55 min (Grad 1). Starting materials: C(C)OC(=O)C1=CC=C(C=C1)C1=CC=C(C=C1)O (4-hydroxy-4'-biphenylcarboxylic acid ethyl ester), C(C)OC(=O)C1=CC=C(C=C1)C1=CC=C(C=C1)OC(CCCCCC)C (4'-(1-methyl-heptyloxy)-4-biphenylcarboxylic acid ethyl ester), product, [OH-].[K+] (KOH), CC(CCCCCC)OS(=O)(=O)C=1C(=CC=CC1)C (toluenesulfonic acid 1-methyl-heptyl ester), [OH-].[Na+] (NaOH). Run in C(C)O (ethanol), C1(=CC=CC=C1)C (toluene), C(C)O (ethanol), O (water). The product is CC(CCCCCC)OC1=CC=C(C=C1)C1=CC=C(C=C1)C(=O)O (4'-(1-methyl-heptyloxy)-4-biphenylcarboxylic acid). Yield: 65.8%. RXN SMILES: C(OC(C1C=CC(C2C=CC(O)=CC=2)=CC=1)=O)C.[OH-].[K+].CC(OS(C1C(C)=CC=CC=1)(=O)=O)CCCCCC.C([O:42][C:43]([C:45]1[CH:50]=[CH:49][C:48]([C:51]2[CH:56]=[CH:55][C:54]([O:57][CH:58]([CH3:65])[CH2:59][CH2:60][CH2:61][CH2:62][CH2:63][CH3:64])=[CH:53][CH:52]=2)=[CH:47][CH:46]=1)=[O:44])C.[OH-].[Na+]>C(O)C.O.C1(C)C=CC=CC=1>[CH3:65][CH:58]([O:57][C:54]1[CH:55]=[CH:56][C:51]([C:48]2[CH:47]=[CH:46][C:45]([C:43]([OH:44])=[O:42])=[CH:50][CH:49]=2)=[CH:52][CH:53]=1)[CH2:59][CH2:60][CH2:61][CH2:62][CH2:63][CH3:64] |f:1.2,5.6|. Procedure details: On the other hand, 4-hydroxy-4'-biphenylcarboxylic acid ethyl ester (IV) (38.7 g, 0.160 mol) was dissolved in ethanol (200 ml), and KOH (9 g, 0.160 mol) was added to and dissolved in the solution, followed by adding optically active toluenesulfonic acid 1-methyl-heptyl ester (50 g, 0.176 mol) obtained above, keeping the mixture under reflux for 4 hours, then cooling, adding toluene (200 ml) and 6N--HCl (50 ml), washing the resulting toluene layer with 2N--NaOH aqueous solution and further with w... Starting materials: ClC1=CC=C(C=C1)C(N1CC(C1)=C(CO)C1=CC(=CC(=C1)F)F)C1=CC=C(C=C1)Cl (2-{1-[bis(4-chlorophenyl)methyl]azetidin-3-ylidene}-2-(3,5-difluorophenyl)ethanol), CS(=O)(=O)OS(=O)(=O)C (methanesulfonic anhydride), [C-]#N.[Na+] (sodium cyanide), N1=CC=CC=C1 (pyridine). The solvent is C(C)#N (acetonitrile). Conditions: time 12 hour. The product is ClC1=CC=C(C=C1)C(N1CC(C1)=C(CC#N)C1=CC(=CC(=C1)F)F)C1=CC=C(C=C1)Cl (3-{1-[bis(4-chlorophenyl)methyl]azetidin-3-ylidene}-3-(3,5-difluorophenyl)propanenitrile). As a reaction SMILES: [Cl:1][C:2]1[CH:7]=[CH:6][C:5]([CH:8]([C:24]2[CH:29]=[CH:28][C:27]([Cl:30])=[CH:26][CH:25]=2)[N:9]2[CH2:12][C:11](=[C:13]([C:16]3[CH:21]=[C:20]([F:22])[CH:19]=[C:18]([F:23])[CH:17]=3)[CH2:14]O)[CH2:10]2)=[CH:4][CH:3]=1.CS(OS(C)(=O)=O)(=O)=O.[C-]#N.[Na+].[N:43]1C=CC=C[CH:44]=1>C(#N)C>[Cl:1][C:2]1[CH:7]=[CH:6][C:5]([CH:8]([C:24]2[CH:29]=[CH:28][C:27]([Cl:30])=[CH:26][CH:25]=2)[N:9]2[CH2:12][C:11](=[C:13]([C:16]3[CH:21]=[C:20]([F:22])[CH:19]=[C:18]([F:23])[CH:17]=3)[CH2:14][C:44]#[N:43])[CH2:10]2)=[CH:4][CH:3]=1 |f:2.3|. Procedure details: The reaction mixture of 51 mg (0.114 mmol) of 2-{1-[bis(4-chlorophenyl)methyl]azetidin-3-ylidene}-2-(3,5-difluorophenyl)ethanol, 24 mg (0.137 mmol) of methanesulfonic anhydride, 14 mg (0.285 mmol) of sodium cyanide and 11 uL (0.137 mmol) pyridine in 5 mL of acetonitrile was stirred for 12 h at rt, and then concentrated. The residue was purified by silica gel chromatography with hexanes/ethyl acetate to the title compound; 1NMR (CDCl3) δ 3.29 (s, 2H), 3.96 (s, 2H), 4.01 (s, 2), 4.54 (s, 1H), 6.69... The reactants are BrCCCCOC=1C=C2C=CC(NC2=CC1)=O (6-(4-bromobutoxy)-carbostyril), C1(CCCCC1)C1=CC=C(C=C1)S (4-cyclohexylthiophenol). Yields the product C1(CCCCC1)C1=CC=C(C=C1)SCCCCOC=1C=C2C=CC(NC2=CC1)=O (6-[4-(4-Cyclohexylphenyl-mercapto)-butoxy]-carbostyril). Reaction SMILES: Br[CH2:2][CH2:3][CH2:4][CH2:5][O:6][C:7]1[CH:8]=[C:9]2[C:14](=[CH:15][CH:16]=1)[NH:13][C:12](=[O:17])[CH:11]=[CH:10]2.[CH:18]1([C:24]2[CH:29]=[CH:28][C:27]([SH:30])=[CH:26][CH:25]=2)[CH2:23][CH2:22][CH2:21][CH2:20][CH2:19]1>>[CH:18]1([C:24]2[CH:25]=[CH:26][C:27]([S:30][CH2:2][CH2:3][CH2:4][CH2:5][O:6][C:7]3[CH:8]=[C:9]4[C:14](=[CH:15][CH:16]=3)[NH:13][C:12](=[O:17])[CH:11]=[CH:10]4)=[CH:28][CH:29]=2)[CH2:19][CH2:20][CH2:21][CH2:22][CH2:23]1. Procedure: Prepared analogous to Example 122 from 6-(4-bromobutoxy)-carbostyril (m.p. 188°-189° C.) and 4-cyclohexylthiophenol. The reactants are C(C)OC(C(=O)NCC1=C2N=C(C(=NC2=CC(=C1)Br)OC)OC)=O (N-(7-bromo-2,3-dimethoxy-quinoxalin-5-ylmethyl)-oxalamic acid ethyl ester), C([O-])([O-])=O.[K+].[K+] (potassium carbonate), Cl (HCl). Solvent: O (water), CO (methanol). Reaction conditions: time 20 hour. The product is BrC1=CC(=C2N=C(C(=NC2=C1)OC)OC)CNC(C(=O)O)=O (N-(7-Bromo-2,3-dimethoxyquinoxalin-5-ylmethyl)-oxalamic acid). RXN SMILES: C([O:3][C:4](=[O:24])[C:5]([NH:7][CH2:8][C:9]1[CH:18]=[C:17]([Br:19])[CH:16]=[C:15]2[C:10]=1[N:11]=[C:12]([O:22][CH3:23])[C:13]([O:20][CH3:21])=[N:14]2)=[O:6])C.C(=O)([O-])[O-].[K+].[K+].Cl>O.CO>[Br:19][C:17]1[CH:16]=[C:15]2[C:10]([N:11]=[C:12]([O:22][CH3:23])[C:13]([O:20][CH3:21])=[N:14]2)=[C:9]([CH2:8][NH:7][C:5](=[O:6])[C:4]([OH:24])=[O:3])[CH:18]=1 |f:1.2.3|. Procedure details: 276 mg of N-(7-bromo-2,3-dimethoxy-quinoxalin-5-ylmethyl)-oxalamic acid ethyl ester and 150 mg of potassium carbonate are suspended in 2 ml of water and 5 ml of methanol. The mixture is stirred for 20 hours and acidified with 1 N HCl, and the solid is filtered off and washed with methanol and diethyl ether. M.p.>300° C.